From a dataset of the Open Reaction Database (ORD), a public repository of structured organic reaction records. describe an organic reaction: reactants, conditions, products, and yield Starting materials: CN1C(=CC=C1SC)C(=O)C1=C(C(=C2N1CCC2C(=O)OCC)C(=O)OCC)C (Diethyl 5-(1-methyl-5-methylthio-2-pyrroyl)-1,2-dihydro-6-methyl-3H-pyrrolo[1,2-a]pyrrole-1,7-dicarboxylate), [OH-].[K+] (KOH). The solvent is CO (methanol), O (H2O). As a reaction SMILES: [CH3:1][N:2]1[C:6]([S:7][CH3:8])=[CH:5][CH:4]=[C:3]1[C:9]([C:11]1[N:15]2[CH2:16][CH2:17][CH:18]([C:19]([O:21]CC)=[O:20])[C:14]2=[C:13]([C:24]([O:26]CC)=[O:25])[C:12]=1[CH3:29])=[O:10].[OH-].[K+]>CO.O>[CH3:1][N:2]1[C:6]([S:7][CH3:8])=[CH:5][CH:4]=[C:3]1[C:9]([C:11]1[N:15]2[CH2:16][CH2:17][CH:18]([C:19]([OH:21])=[O:20])[C:14]2=[C:13]([C:24]([OH:26])=[O:25])[C:12]=1[CH3:29])=[O:10] |f:1.2|. The product is CN1C(=CC=C1SC)C(=O)C1=C(C(=C2N1CCC2C(=O)O)C(=O)O)C (5-(1-methyl-5 -methylthio-2-pyrroyl)-1,2-dihydro-6-methyl-3H-pyrrolo-[1,2-a]-pyrrole-1,7-dicarboxylic acid). Yield: 97.0%. Reported procedure: Diethyl 5-(1-methyl-5-methylthio-2-pyrroyl)-1,2-dihydro-6-methyl-3H-pyrrolo[1,2-a]pyrrole-1,7-dicarboxylate (25 g) in 200 ml methanol, 50 ml H2O and 25 g KOH were heated to reflux for 8 hours. The resulting mixture was treated with 200 ml of std. NaCl and distilled to remove the methanol. The mixture was acidified with 6N HCl while stirring and then cooled. The crystalline mass obtained was separated by filtration, air dried and recrystallized from ethylacetate-ethanol to yield 21 g of 5-(1-meth... Starting materials: CCCCO, COc1ccc(N2CCNCC2)cc1, OC(CCCl)COc1ccc(F)cc1, [I-], [K+], [Na+], [Na+], O=C([O-])[O-]. Product: COc1ccc(N2CCN(CCC(O)COc3ccc(F)cc3)CC2)cc1. As a reaction SMILES: [CH2:37]([OH:38])[CH2:39][CH2:40][CH3:41].[CH3:15][O:16][c:17]1[cH:18][cH:19][c:20]([N:23]2[CH2:24][CH2:25][NH:26][CH2:27][CH2:28]2)[cH:21][cH:22]1.[Cl:1][CH2:2][CH2:3][CH:4]([CH2:5][O:6][c:7]1[cH:8][cH:9][c:10]([F:13])[cH:11][cH:12]1)[OH:14].[I-:36].[K+:35].[Na+:29].[Na+:30].[O-:31][C:32](=[O:33])[O-:34]>>[CH2:2]([CH2:3][CH:4]([CH2:5][O:6][c:7]1[cH:8][cH:9][c:10]([F:13])[cH:11][cH:12]1)[OH:14])[N:26]1[CH2:25][CH2:24][N:23]([c:20]2[cH:19][cH:18][c:17]([O:16][CH3:15])[cH:22][cH:21]2)[CH2:28][CH2:27]1. Starting materials: F\C=C(\C(=O)OCC)/CCC1=CC=C(C=C1)F (ethyl (E)-2-(fluoromethylene)-4-(p-fluorophenyl)butyrate), Cl (hydrochloric acid), C1(=CC=CC=C1)C (toluene), [H-].C(C(C)C)[Al+]CC(C)C (diisobutylaluminum hydride). The product is F\C=C(\CO)/CCC1=CC=C(C=C1)F ((E)-2-(fluoromethylene)-4-(p-fluorophenyl)butan-1-ol). Reported procedure: Combine ethyl (E)-2-(fluoromethylene)-4-(p-fluorophenyl)butyrate (1.5 g, 6.24 mmol) and toluene (5 mL). Cool to -15° C. Add dropwise, a solution of diisobutylaluminum hydride (10.4 mL, 1.5M in toluene, 15.6 mmol). Warm to ambient temperature. After 18 hours, cool to 0° C. With vigorous stirring add sequentially, methanol (15 mL), an aqueous 5M hydrochloric acid solution (25 mL), and water (35 mL). When gas evolution ceases, extract with toluene. Separate the layers and evaporate organic layer in... RXN SMILES: [F:1]/[CH:2]=[C:3](\[CH2:9][CH2:10][C:11]1[CH:16]=[CH:15][C:14]([F:17])=[CH:13][CH:12]=1)/[C:4](OCC)=[O:5].C1(C)C=CC=CC=1.[H-].C([Al+]CC(C)C)C(C)C.Cl>O.CO>[F:1]/[CH:2]=[C:3](\[CH2:9][CH2:10][C:11]1[CH:12]=[CH:13][C:14]([F:17])=[CH:15][CH:16]=1)/[CH2:4][OH:5] |f:2.3|. Reaction conditions: temperature -15 celsius, time 18 hour. The solvent is O (water), CO (methanol). The reactants are C(O)([O-])=O.[Na+] (Sodium hydrogen carbonate), CS(=O)C (dimethyl sulfoxide), Cl.NO (hydroxylamine hydrochloride), CS(=O)C (dimethyl sulfoxide), C(C)OC=1C=NC(=NC1)N1C(=NC(=C(C1=O)CC=1C=CC(=NC1)C1=C(C#N)C=CC=C1)CCC)C(C)C (2-{5-{[1-(5-ethoxypyrimidin-2-yl)-2-isopropyl-6-oxo-4-propyl-1,6-dihydropyrimidin-5-yl]methyl}pyridin-2-yl}benzonitrile). Solvent: C(C)(=O)OCC (ethyl acetate), O (water). Run at temperature 40 celsius, time 1 hour. The product is C(C)OC=1C=NC(=NC1)N1C(=NC(=C(C1=O)CC=1C=CC(=NC1)C1=C(C(N)=NO)C=CC=C1)CCC)C(C)C (2-{5-{[1-(5-ethoxypyrimidin-2-yl)-2-isopropyl-6-oxo-4-propyl-1,6-dihydropyrimidin-5-yl]methyl}pyridin-2-yl}-N′-hydroxybenzimidamide). Yield: 57.1%. Reaction SMILES: C(=O)([O-])O.[Na+].CS(C)=O.Cl.[NH2:11][OH:12].[CH2:13]([O:15][C:16]1[CH:17]=[N:18][C:19]([N:22]2[C:27](=[O:28])[C:26]([CH2:29][C:30]3[CH:31]=[CH:32][C:33]([C:36]4[CH:43]=[CH:42][CH:41]=[CH:40][C:37]=4[C:38]#[N:39])=[N:34][CH:35]=3)=[C:25]([CH2:44][CH2:45][CH3:46])[N:24]=[C:23]2[CH:47]([CH3:49])[CH3:48])=[N:20][CH:21]=1)[CH3:14]>C(OCC)(=O)C.O>[CH2:13]([O:15][C:16]1[CH:17]=[N:18][C:19]([N:22]2[C:27](=[O:28])[C:26]([CH2:29][C:30]3[CH:31]=[CH:32][C:33]([C:36]4[CH:43]=[CH:42][CH:41]=[CH:40][C:37]=4[C:38](=[N:11][OH:12])[NH2:39])=[N:34][CH:35]=3)=[C:25]([CH2:44][CH2:45][CH3:46])[N:24]=[C:23]2[CH:47]([CH3:49])[CH3:48])=[N:20][CH:21]=1)[CH3:14] |f:0.1,3.4|. Procedure: Process 5: Sodium hydrogen carbonate (1.19 g, 14.1 mmol) was added to dimethyl sulfoxide (15 mL) mixture of hydroxylamine hydrochloride (838 mg, 12.1 mmol) and stirred for 1 hour at 40° C. The reaction mixture was added dimethyl sulfoxide (15 mL) solution of 2-{5-{[1-(5-ethoxypyrimidin-2-yl)-2-isopropyl-6-oxo-4-propyl-1,6-dihydropyrimidin-5-yl]methyl}pyridin-2-yl}benzonitrile (353 mg, 0.71 mmol) and stirred for 18 hours at 90° C. The reaction mixture was added water (80 mL) and ethyl acetate (20...